Task: describe an organic reaction: reactants, conditions, products, and yield. Dataset: the Open Reaction Database (ORD), a public repository of structured organic reaction records The reactants are ClC1=C(C=CC(=C1)C(F)(F)F)N1CCC(CC1)C(=O)O (1-(2-Chlor-4-trifluoromethylphenyl)-piperidine-4-carboxylic acid), O (Water), CN(C=O)C (N,N-dimethylformamide), ON1N=NC2=C1C=CC=C2 (1-hydroxy-1H-benzotriazole), Cl.CN(CCCN=C=NCC)C (N-(3-dimethylaminopropyl)-N′-ethylcarbodiimide hydrochloride). Yields the product ClC1=C(C=CC(=C1)C(F)(F)F)N1CCC(CC1)C(=O)NC1=CC=CC=2CC[C@@H](CC12)O (1-[2-chloro-4-(trifluoromethyl)phenyl]-N-[(7S)-7-hydroxy-5,6,7,8-tetrahydro-naphthalen-1-yl]piperidine-4-carboxamide). The yield is 28.0%. RXN SMILES: [Cl:1][C:2]1[CH:7]=[C:6]([C:8]([F:11])([F:10])[F:9])[CH:5]=[CH:4][C:3]=1[N:12]1[CH2:17][CH2:16][CH:15]([C:18](O)=[O:19])[CH2:14][CH2:13]1.ON1[C:26]2[CH:27]=[CH:28][CH:29]=[CH:30][C:25]=2N=N1.Cl.CN(C)[CH2:34][CH2:35][CH2:36][N:37]=C=NCC.O.CN(C)[CH:46]=[O:47]>>[Cl:1][C:2]1[CH:7]=[C:6]([C:8]([F:9])([F:10])[F:11])[CH:5]=[CH:4][C:3]=1[N:12]1[CH2:13][CH2:14][CH:15]([C:18]([NH:37][C:36]2[C:35]3[CH2:34][C@@H:46]([OH:47])[CH2:28][CH2:29][C:30]=3[CH:25]=[CH:26][CH:27]=2)=[O:19])[CH2:16][CH2:17]1 |f:2.3|. Procedure details: 1-(2-Chlor-4-trifluoromethylphenyl)-piperidine-4-carboxylic acid (0.36 g, 1.16 mmol), (7S)-7-hydroxy-5,6,7,8-tetahydronaphthaleneamine (0.17 g, 1.05 mmol), 1-hydroxy-1H-benzotriazole (0.17 g, 126 mmol) and N-(3-dimethylaminopropyl)-N′-ethylcarbodiimide hydrochloride (0.26 g, 1.37 mmol) were combined in 10 ml of N,N-dimethylformamide under an argon atmosphere and stirred at room temperature overnight Water was added and the mixture was extracted with ethyl acetate three times. The combined organi... Starting materials: BrC1=C(C=CC=C1)O (2-bromophenol), CS(=O)(=O)OC1CCN(CC1)C (1-methylpiperidin-4-yl methanesulphonate), Example 134 ( b ). The product is BrC1=C(OC2CCN(CC2)C)C=CC=C1 (4-(2-Bromophenoxy)-1-methylpiperidine). RXN SMILES: [Br:1][C:2]1[CH:7]=[CH:6][CH:5]=[CH:4][C:3]=1[OH:8].CS(O[CH:14]1[CH2:19][CH2:18][N:17]([CH3:20])[CH2:16][CH2:15]1)(=O)=O>>[Br:1][C:2]1[CH:7]=[CH:6][CH:5]=[CH:4][C:3]=1[O:8][CH:14]1[CH2:19][CH2:18][N:17]([CH3:20])[CH2:16][CH2:15]1. Reported procedure: The title compound was prepared from 2-bromophenol and 1-methylpiperidin-4-yl methanesulphonate in a similar manner to Example 134 (b) except that the compound was purified by cation exchange chromatography eluting with ammonia/methanol mixtures. The reactants are C[C@H](CCC)NC1=NC(=C2N=CN(C2=N1)C1OCCCC1)N (N2-[(1R)-1-Methylbutyl]-9-(tetrahydro-2H-pyran-2-yl)-9H-purine-2,6-diamine), FC1=NC(=C2N=CN(C2=N1)C1OCCCC1)N (2-fluoro-9-(tetrahydro-2H-pyran-2-yl)-9H-purin-6-amine), C[C@@H](CCC)N ((2S)-2-pentanamine). The product is C[C@@H](CCC)NC1=NC(=C2N=CN(C2=N1)C1OCCCC1)N (N2-[(1S)-1-Methylbutyl]-9-(tetrahydro-2H-pyran-2-yl)-9H-purine-2,6-diamine). As a reaction SMILES: [CH3:1][C@@H:2]([NH:6][C:7]1[N:15]=[C:14]2[C:10]([N:11]=[CH:12][N:13]2[CH:16]2[CH2:21][CH2:20][CH2:19][CH2:18][O:17]2)=[C:9]([NH2:22])[N:8]=1)[CH2:3][CH2:4][CH3:5].FC1N=C2C(N=CN2C2CCCCO2)=C(N)N=1.C[C@H](N)CCC>>[CH3:1][C@H:2]([NH:6][C:7]1[N:15]=[C:14]2[C:10]([N:11]=[CH:12][N:13]2[CH:16]2[CH2:21][CH2:20][CH2:19][CH2:18][O:17]2)=[C:9]([NH2:22])[N:8]=1)[CH2:3][CH2:4][CH3:5]. Procedure details: Prepared similarly to Intermediate 70 from 2-fluoro-9-(tetrahydro-2H-pyran-2-yl)-9H-purin-6-amine and (2S)-2-pentanamine.